Dataset: the Open Reaction Database (ORD), a public repository of structured organic reaction records. Task: describe an organic reaction: reactants, conditions, products, and yield The reactants are [H-].[Na+] (NaH), CN1N=C2N(C(N(C(C2=C1C)=O)C)=O)C (2,3,5,7-Tetramethyl-2H-pyrazolo[3,4-d]pyrimidine-4,6(5H,7H)-dione), BrCC(=O)NC=1SC=C(N1)C1=CC(=C(C(=C1)F)OCC(F)(F)F)F (2-bromo-N-{4-(3,5-difluoro-4-(2,2,2-trifluoroethoxy)phenyl)-1,3-thiazol-2-yl}acetamide). Run in CN(C)C=O (DMF). Product: FC=1C=C(C=C(C1OCC(F)(F)F)F)C=1N=C(SC1)NC(CN1C(=CC=2N(C(N(C(C21)=O)C)=O)C)C)=O (N-[4-(3,5-Difluoro-4-(2,2,2-trifluoroethoxy)phenyl)-1,3-thiazol-2-yl]-2-(1,3,6-trimethyl-2,4-dioxo-1,2,3,4-tetrahydro-5H-pyrrolo[3,2-d]pyrimidin-5-yl)acetamide), product. As a reaction SMILES: CN1C(C)=[C:9]2[C:4]([N:5]([CH3:15])[C:6](=[O:14])[N:7]([CH3:13])[C:8]2=[O:12])=N1.Br[CH2:17][C:18]([NH:20][C:21]1[S:22][CH:23]=[C:24]([C:26]2[CH:31]=[C:30]([F:32])[C:29]([O:33][CH2:34][C:35]([F:38])([F:37])[F:36])=[C:28]([F:39])[CH:27]=2)[N:25]=1)=[O:19].[H-].[Na+]>CN(C=O)C>[F:39][C:28]1[CH:27]=[C:26]([C:24]2[N:25]=[C:21]([NH:20][C:18](=[O:19])[CH2:17][N:25]3[C:9]4[C:8](=[O:12])[N:7]([CH3:13])[C:6](=[O:14])[N:5]([CH3:15])[C:4]=4[CH:23]=[C:24]3[CH3:26])[S:22][CH:23]=2)[CH:31]=[C:30]([F:32])[C:29]=1[O:33][CH2:34][C:35]([F:38])([F:37])[F:36] |f:2.3|. Procedure details: The title compound was prepared according to the general procedure (Method A) by coupling Intermediate 2 (50 mg, 0.258 mmol) with 2-bromo-N-{4-(3,5-difluoro-4-(2,2,2-trifluoroethoxy)phenyl)-1,3-thiazol-2-yl}acetamide (133 mg, 0.308 mmol) in the presence of NaH (16 mg, 0.375 mmol) in dry DMF (5.0 mL) to give 60 mg of the product as a white solid; 1H NMR (δ ppm, 300 MHz, DMSO-d6) 2.26 (s, 3H), 3.16 (s, 3H), 3.34 (s, 3H), 4.80-4.90 (m, 2H), 5.33 (s, 2H), 6.07 (s, 1H), 7.71 (d, J=9.3 Hz, 2H), 7.83 (... Product: COc1ccc(C=C2C(=O)Nc3cc(-c4ccccc4)ccc32)c(O)c1. Reaction SMILES: [OH:17][c:18]1[c:19]([CH:20]=[O:21])[cH:22][cH:23][c:24]([O:26][CH3:27])[cH:25]1.[c:1]1(-[c:7]2[cH:8][cH:9][c:10]3[c:14]([cH:15]2)[NH:13][C:12](=[O:16])[CH2:11]3)[cH:2][cH:3][cH:4][cH:5][cH:6]1>>[c:1]1(-[c:7]2[cH:8][cH:9][c:10]3[c:14]([cH:15]2)[NH:13][C:12](=[O:16])[C:11]3=[CH:20][c:19]2[c:18]([OH:17])[cH:25][c:24]([O:26][CH3:27])[cH:23][cH:22]2)[cH:2][cH:3][cH:4][cH:5][cH:6]1. The reactants are COc1ccc(C=O)c(O)c1, O=C1Cc2ccc(-c3ccccc3)cc2N1. Reactants: [Si](C1=CC=CC=C1)(C1=CC=CC=C1)(C(C)(C)C)OCC1=CC=C(C(=C1N1C[C@H](O[C@H](C1)C)C)F)F ((2R,6S)-4-[6-({[tert-Butyl(diphenyl)silyl]oxy}methyl)-2,3-difluorophenyl]-2,6-dimethylmorpholine), [Si](C1=CC=CC=C1)(C1=CC=CC=C1)(C(C)(C)C)OCC1=CC=C(C(=C1N1C[C@H](O[C@H](C1)C)C)F)F ((2R,6S)-4-[6-({[tert-Butyl(diphenyl)silyl]oxy}methyl)-2,3-difluorophenyl]-2,6-dimethylmorpholine), CON(C(=O)C1CCOCC1)C (N-methoxy-N-methyltetrahydro-2H-pyran-4-carboxamide). The product is [Si](C1=CC=CC=C1)(C1=CC=CC=C1)(C(C)(C)C)OCC=1C(=C(C(=C(C1)C(=O)C1CCOCC1)F)F)N1C[C@H](O[C@H](C1)C)C ((5-((tert-butyldiphenylsilyloxy)methyl)-4-((2R,6S)-2,6-dimethylmorpholino)-2,3-difluorophenyl)(tetrahydro-2H-pyran-4-yl)methanone). RXN SMILES: [Si:1]([O:18][CH2:19][C:20]1[C:25]([N:26]2[CH2:31][C@H:30]([CH3:32])[O:29][C@H:28]([CH3:33])[CH2:27]2)=[C:24]([F:34])[C:23]([F:35])=[CH:22][CH:21]=1)([C:14]([CH3:17])([CH3:16])[CH3:15])([C:8]1[CH:13]=[CH:12][CH:11]=[CH:10][CH:9]=1)[C:2]1[CH:7]=[CH:6][CH:5]=[CH:4][CH:3]=1.CON(C)[C:39]([CH:41]1[CH2:46][CH2:45][O:44][CH2:43][CH2:42]1)=[O:40]>>[Si:1]([O:18][CH2:19][C:20]1[C:25]([N:26]2[CH2:31][C@H:30]([CH3:32])[O:29][C@H:28]([CH3:33])[CH2:27]2)=[C:24]([F:34])[C:23]([F:35])=[C:22]([C:39]([CH:41]2[CH2:46][CH2:45][O:44][CH2:43][CH2:42]2)=[O:40])[CH:21]=1)([C:14]([CH3:16])([CH3:17])[CH3:15])([C:2]1[CH:7]=[CH:6][CH:5]=[CH:4][CH:3]=1)[C:8]1[CH:13]=[CH:12][CH:11]=[CH:10][CH:9]=1. Procedure details: Starting materials: (2R,6S)-4-(6-((tert-butyldiphenylsilyloxy)methyl)-2,3-difluorophenyl)-2,6-dimethylmorpholine (Intermediate 3) and N-methoxy-N-methyltetrahydro-2H-pyran-4-carboxamide. Starting materials: O=C([O-])[O-], Cc1ccc(Cl)cc1N, CN(C)C=O, ClCC1OCCO1, [K+], [K+]. Product: Cc1ccc(Cl)cc1NCC1OCCO1. Reaction SMILES: [C:17](=[O:18])([O-:19])[O-:20].[CH3:1][c:2]1[c:3]([NH2:4])[cH:5][c:6]([Cl:9])[cH:7][cH:8]1.[CH3:23][N:24]([CH3:25])[CH:26]=[O:27].[Cl:10][CH2:11][CH:12]1[O:13][CH2:14][CH2:15][O:16]1.[K+:21].[K+:22]>>[CH3:1][c:2]1[c:3]([NH:4][CH2:11][CH:12]2[O:13][CH2:14][CH2:15][O:16]2)[cH:5][c:6]([Cl:9])[cH:7][cH:8]1.